Dataset: the Open Reaction Database (ORD), a public repository of structured organic reaction records. Task: describe an organic reaction: reactants, conditions, products, and yield The reactants are Cc1oc(-c2ccccc2)nc1-c1ccc(Br)cc1, O=C([O-])[O-], C1COCCO1, CNCCNC, NC(=O)c1ccccc1Cl, [Cu]I, [K+], [K+]. The product is Cc1oc(-c2ccccc2)nc1-c1ccc(NC(=O)c2ccccc2Cl)cc1. RXN SMILES: [Br:17][c:18]1[cH:19][cH:20][c:21](-[c:24]2[n:25][c:26](-[c:30]3[cH:31][cH:32][cH:33][cH:34][cH:35]3)[o:27][c:28]2[CH3:29])[cH:22][cH:23]1.[C:1](=[O:2])([O-:3])[O-:4].[CH2:42]1[O:43][CH2:44][CH2:45][O:46][CH2:47]1.[CH3:36][NH:37][CH2:38][CH2:39][NH:40][CH3:41].[Cl:7][c:8]1[c:9]([C:10](=[O:11])[NH2:12])[cH:13][cH:14][cH:15][cH:16]1.[Cu:48][I:49].[K+:5].[K+:6]>>[Cl:7][c:8]1[c:9]([C:10](=[O:11])[NH:12][c:18]2[cH:19][cH:20][c:21](-[c:24]3[n:25][c:26](-[c:30]4[cH:31][cH:32][cH:33][cH:34][cH:35]4)[o:27][c:28]3[CH3:29])[cH:22][cH:23]2)[cH:13][cH:14][cH:15][cH:16]1. The reactants are C(C)(C)(C)OC(N(C)C(C)C(NC(C(=O)N1C2C(CC1)N(CC2C(NC2CCCC1=CC=CC=C21)=O)S(=O)(=O)C)C2CCCCC2)=O)=O ((1-{1-Cyclohexyl-2-[4-methanesulfonyl-6-(1,2,3,4-tetrahydro-naphthalen-1-ylcarbamoyl)-hexahydro-pyrrolo[3,2-b]pyrrol-1-yl]-2-oxo-ethylcarbamoyl}-ethyl)-methyl-carbamic acid tert-butyl ester), C(=O)(C(F)(F)F)O (TFA). Run in C(Cl)Cl (DCM). Reaction conditions: time 1.5 hour. Yields the product C1(CCCC2=CC=CC=C12)NC(=O)C1C2C(N(C1)S(=O)(=O)C)CCN2C(C(NC(C(C)NC)=O)C2CCCCC2)=O (4-[2-Cyclohexyl-2-(2-methylamino-propionylamino)-acetyl]-1-methanesulfonyl-octahydro-pyrrolo[3,2-b]pyrrole-3-carboxylic acid (1,2,3,4-tetrahydro-naphthalen-1-yl)-amide). Reaction SMILES: C(O[C:6](=O)[N:7]([CH:9]([C:11](=[O:47])[NH:12][CH:13]([CH:41]1[CH2:46][CH2:45][CH2:44][CH2:43][CH2:42]1)[C:14]([N:16]1[CH2:20][CH2:19][CH:18]2[N:21]([S:37]([CH3:40])(=[O:39])=[O:38])[CH2:22][CH:23]([C:24](=[O:36])[NH:25][CH:26]3[C:35]4[C:30](=[CH:31][CH:32]=[CH:33][CH:34]=4)[CH2:29][CH2:28][CH2:27]3)[CH:17]12)=[O:15])[CH3:10])C)(C)(C)C.C(O)(C(F)(F)F)=O>C(Cl)Cl>[CH:26]1([NH:25][C:24]([CH:23]2[CH2:22][N:21]([S:37]([CH3:40])(=[O:38])=[O:39])[CH:18]3[CH2:19][CH2:20][N:16]([C:14](=[O:15])[CH:13]([CH:41]4[CH2:42][CH2:43][CH2:44][CH2:45][CH2:46]4)[NH:12][C:11](=[O:47])[CH:9]([NH:7][CH3:6])[CH3:10])[CH:17]23)=[O:36])[C:35]2[C:30](=[CH:31][CH:32]=[CH:33][CH:34]=2)[CH2:29][CH2:28][CH2:27]1. Procedure: A solution of 22 (222 mg, 0.3 mmol) in DCM (10 mL) was treated with TFA (3 mL) at ambient temperature. After 1.5 h, the solution was concentrated, diluted with EtOAc, washed with saturated NaHCO3, dried over anhydrous Na2SO4, filtered and concentrated. The resulting residue was diluted with ACN/H2O containing 0.1% HOAc and purified by reverse-phase HPLC (2″ Dynamax® C18, 10-100% ACN/H2O containing 0.1% HOAc). The product-containing fractions were frozen and lyophilized to afford 23 as a white so... Reactants: ClCCCl, Cn1ccc(C2(N)CC2)n1, CCN(C(C)C)C(C)C, ClCCl, Cl, CNC(=O)c1c(-c2ccc(F)cc2)oc2ccc(-c3cc(C(=O)O)c(OC)cc3C)cc12, On1nnc2ccccc21. Product: CNC(=O)c1c(-c2ccc(F)cc2)oc2ccc(-c3cc(C(=O)NC4(c5ccn(C)n5)CC4)c(OC)cc3C)cc12. RXN SMILES: [CH2:53]([Cl:54])[CH2:55][Cl:56].[CH3:33][n:34]1[n:35][c:36]([C:39]2([NH2:42])[CH2:40][CH2:41]2)[cH:37][cH:38]1.[CH:58]([N:59]([CH:60]([CH3:61])[CH3:62])[CH2:63][CH3:64])([CH3:65])[CH3:66].[Cl:67][CH2:68][Cl:69].[ClH:57].[F:1][c:2]1[cH:3][cH:4][c:5](-[c:8]2[o:9][c:10]3[c:11]([c:12]2[C:13]([NH:14][CH3:15])=[O:16])[cH:17][c:18](-[c:21]2[c:22]([CH3:32])[cH:23][c:24]([O:30][CH3:31])[c:25]([C:26](=[O:27])[OH:28])[cH:29]2)[cH:19][cH:20]3)[cH:6][cH:7]1.[OH:43][n:44]1[c:45]2[c:46]([cH:47][cH:48][cH:49][cH:50]2)[n:51][n:52]1>>[F:1][c:2]1[cH:3][cH:4][c:5](-[c:8]2[o:9][c:10]3[c:11]([c:12]2[C:13]([NH:14][CH3:15])=[O:16])[cH:17][c:18](-[c:21]2[c:22]([CH3:32])[cH:23][c:24]([O:30][CH3:31])[c:25]([C:26](=[O:27])[NH:42][C:39]4([c:36]5[n:35][n:34]([CH3:33])[cH:38][cH:37]5)[CH2:40][CH2:41]4)[cH:29]2)[cH:19][cH:20]3)[cH:6][cH:7]1. Reactants: O.C1(=CC=CC=C1)C(CC1CN(CCC1)CCC1=CC2=C(C=C1)OCO2)(O)C2=CC=CC=C2 (3-(2,2-diphenyl-2-hydroxyethyl)-1-(3,4-methylenedioxyphenethyl)piperidine hydrate), Cl (hydrochloric acid). Yields the product Cl.C1(=CC=CC=C1)C(=CC1CN(CCC1)CCC1=CC2=C(C=C1)OCO2)C2=CC=CC=C2 (3-(2,2-Diphenyl-1-ethenyl)-1-(3,4-methylenedioxyphenethyl)piperidine Hydrochloride). The yield is 98.0%. As a reaction SMILES: O.[C:2]1([C:8]([C:28]2[CH:33]=[CH:32][CH:31]=[CH:30][CH:29]=2)(O)[CH2:9][CH:10]2[CH2:15][CH2:14][CH2:13][N:12]([CH2:16][CH2:17][C:18]3[CH:23]=[CH:22][C:21]4[O:24][CH2:25][O:26][C:20]=4[CH:19]=3)[CH2:11]2)[CH:7]=[CH:6][CH:5]=[CH:4][CH:3]=1.[ClH:34]>>[ClH:34].[C:28]1([C:8]([C:2]2[CH:7]=[CH:6][CH:5]=[CH:4][CH:3]=2)=[CH:9][CH:10]2[CH2:15][CH2:14][CH2:13][N:12]([CH2:16][CH2:17][C:18]3[CH:23]=[CH:22][C:21]4[O:24][CH2:25][O:26][C:20]=4[CH:19]=3)[CH2:11]2)[CH:33]=[CH:32][CH:31]=[CH:30][CH:29]=1 |f:0.1,3.4|. Procedure details: A solution of 3-(2,2-diphenyl-2-hydroxyethyl)-1-(3,4-methylenedioxyphenethyl)piperidine hydrate (162 mg) (Example 3) in 2M hydrochloric acid (4.5 ml) was heated at 100° C. for 30 minutes and evaporated to give the title compound as a colourless foam (165 mg, 98%), which was characterised as a hydrate. Starting materials: O=C([O-])[O-], O=C(Cl)OCc1ccccc1, [Na+], [Na+], O, OCC1NC(CO)C(O)C1O. Product: O=C(OCc1ccccc1)N1C(CO)C(O)C(O)C1CO. RXN SMILES: [C:12](=[O:13])([O-:14])[O-:15].[CH2:18]([c:19]1[cH:20][cH:21][cH:22][cH:23][cH:24]1)[O:25][C:26](=[O:27])[Cl:28].[Na+:16].[Na+:17].[OH2:29].[OH:1][CH2:2][CH:3]1[NH:4][CH:5]([CH2:10][OH:11])[CH:6]([OH:9])[CH:7]1[OH:8]>>[OH:1][CH2:2][CH:3]1[N:4]([C:26]([O:25][CH2:18][c:19]2[cH:20][cH:21][cH:22][cH:23][cH:24]2)=[O:27])[CH:5]([CH2:10][OH:11])[CH:6]([OH:9])[CH:7]1[OH:8]. Reactants: ClC1(CC(O1)=O)CCl (4-chloro-4-chloromethyloxetan-2-one), Cl.NC(=N)N (guanidine hydrochloride), Cl (hydrogen chloride). The solvent is O (water). Conditions: temperature 120 celsius. Product: NC1=NC(=CC(=N1)CCl)O (2-amino-4-chloromethyl-6-hydroxypyrimidine). As a reaction SMILES: Cl[C:2]1([CH2:7][Cl:8])[O:5][C:4](=O)[CH2:3]1.Cl.[NH2:10][C:11]([NH2:13])=[NH:12].Cl>O>[NH2:13][C:11]1[N:12]=[C:2]([CH2:7][Cl:8])[CH:3]=[C:4]([OH:5])[N:10]=1 |f:1.2|. Procedure: 620 parts of 4-chloro-4-chloromethyloxetan-2-one and 440 parts of guanidine hydrochloride were charged to a reaction flask and the mixture was stirred and heated under nitrogen purge as the bath temperature was gradually raised to 120° C. When the bath temperature approached 100° C., reaction commenced accompanied by evolution of hydrogen chloride. When the initial reaction subsided after a few minutes the bath temperature was raised to 130° C. and held until the reaction ceased as indicated by ... Reactants: O=CO, CC(C)(C)OC(=O)COc1ccc(C2C(CCSc3ccc(F)cc3)C(=O)N2c2ccc(F)cc2)cc1. The product is O=C(O)COc1ccc(C2C(CCSc3ccc(F)cc3)C(=O)N2c2ccc(F)cc2)cc1. Reaction SMILES: [CH:38]([OH:39])=[O:40].[F:1][c:2]1[cH:3][cH:4][c:5]([N:8]2[C:9](=[O:37])[CH:10]([CH2:27][CH2:28][S:29][c:30]3[cH:31][cH:32][c:33]([F:36])[cH:34][cH:35]3)[CH:11]2[c:12]2[cH:13][cH:14][c:15]([O:18][CH2:19][C:20](=[O:21])[O:22][C:23]([CH3:24])([CH3:25])[CH3:26])[cH:16][cH:17]2)[cH:6][cH:7]1>>[F:1][c:2]1[cH:3][cH:4][c:5]([N:8]2[C:9](=[O:37])[CH:10]([CH2:27][CH2:28][S:29][c:30]3[cH:31][cH:32][c:33]([F:36])[cH:34][cH:35]3)[CH:11]2[c:12]2[cH:13][cH:14][c:15]([O:18][CH2:19][C:20](=[O:21])[OH:22])[cH:16][cH:17]2)[cH:6][cH:7]1.